Dataset: the Open Reaction Database (ORD), a public repository of structured organic reaction records. Task: describe an organic reaction: reactants, conditions, products, and yield Reactants: FC1=CC=C(C=C1)NC(=O)C=1C=NC(=NC1)S(=O)C (2-methanesulfinylpyrimidine-5-carboxylic acid (4-fluorophenyl)amide), ClC1=CC=C(C=C1)C=1OC(=CC1CO)C ([2-(4-chlorophenyl)-5-methylfuran-3-yl]methanol), C(C)(=O)OCC.CCCCCC (ethyl acetate hexane), C1CCC2=NCCCN2CC1 (DBU). The solvent is C1CCOC1 (THF), ClCCl.CCCCCC (dichloromethane hexane). Run at time 1 hour. The product is FC1=CC=C(C=C1)NC(=O)C=1C=NC(=NC1)OCC1=C(OC(=C1)C1=CC=C(C=C1)Cl)C (2-[5-(4-Chlorophenyl)-2-methylfuran-3-ylmethoxy]-pyrimidine-5-carboxylic acid (4-fluorophenyl)amide). The yield is 47.0%. Reaction SMILES: [F:1][C:2]1[CH:7]=[CH:6][C:5]([NH:8][C:9]([C:11]2[CH:12]=[N:13][C:14](S(C)=O)=[N:15][CH:16]=2)=[O:10])=[CH:4][CH:3]=1.[Cl:20][C:21]1[CH:26]=[CH:25][C:24]([C:27]2[O:28][C:29]([CH3:34])=[CH:30][C:31]=2CO)=[CH:23][CH:22]=1.C1CCN2C(=NCCC2)CC1.[C:46](OCC)(=[O:48])C.CCCCCC>C1COCC1.ClCCl.CCCCCC>[F:1][C:2]1[CH:7]=[CH:6][C:5]([NH:8][C:9]([C:11]2[CH:12]=[N:13][C:14]([O:48][CH2:46][C:30]3[CH:31]=[C:27]([C:24]4[CH:23]=[CH:22][C:21]([Cl:20])=[CH:26][CH:25]=4)[O:28][C:29]=3[CH3:34])=[N:15][CH:16]=2)=[O:10])=[CH:4][CH:3]=1 |f:3.4,6.7|. Reported procedure: To a solution of 2-methanesulfinylpyrimidine-5-carboxylic acid (4-fluorophenyl)amide (60 mg, 0.215 mmol) in THF (1 mL) was added [2-(4-chlorophenyl)-5-methylfuran-3-yl]methanol (96 mg, 0.43 mmol) followed by DBU (65 μL, 0.43 mmol). The reaction was stirred for 1 h, diluted with 50% dichloromethane/hexane, and passed through a plug of SiO2 washing with 30% ethyl acetate/hexane. The filtrate was concentrated in vacuo, and the resulting solids were triturated with 20% ethyl acetate/hexane to afford...